describe an organic reaction: reactants, conditions, products, and yield From a dataset of the Open Reaction Database (ORD), a public repository of structured organic reaction records. Reactants: ClC1=CC(=CC=C1)C(=O)OO (3-chloroperbenzoic acid), ClC1=CC=C(C=C1)S(=O)C(CCCC)C1=C(C=CC(=C1)F)F (2-[1-[(4-chlorophenyl)sulfinyl]pentyl]-1,4-difluorobenzene). The solvent is C(Cl)Cl (methylene chloride), C(Cl)Cl (methylene chloride). Run at time 18 hour. Product: ClC1=CC=C(C=C1)S(=O)(=O)C(CCCC)C1=C(C=CC(=C1)F)F (2-[1-[(4-Chlorophenyl)sulfonyl]pentyl]-1,4-difluorobenzene). Reaction SMILES: ClC1C=CC=C(C(OO)=[O:9])C=1.[Cl:12][C:13]1[CH:18]=[CH:17][C:16]([S:19]([CH:21]([C:26]2[CH:31]=[C:30]([F:32])[CH:29]=[CH:28][C:27]=2[F:33])[CH2:22][CH2:23][CH2:24][CH3:25])=[O:20])=[CH:15][CH:14]=1>C(Cl)Cl>[Cl:12][C:13]1[CH:14]=[CH:15][C:16]([S:19]([CH:21]([C:26]2[CH:31]=[C:30]([F:32])[CH:29]=[CH:28][C:27]=2[F:33])[CH2:22][CH2:23][CH2:24][CH3:25])(=[O:9])=[O:20])=[CH:17][CH:18]=1. Procedure details: After addition of 3-chloroperbenzoic acid (98.8 mg, 0.571 mmol) to a solution of 2-[1-[(4-chlorophenyl)sulfinyl]pentyl]-1,4-difluorobenzene (Isomer 2-B) (150 mg, 0.439 mmol) in methylene chloride (5 ml), the resulting mixture was stirred at room temperature for 18 hours. The reaction mixture was diluted with methylene chloride, washed successively with a 1N aqueous solution of sodium hydroxide, water and brine, dried over MgSO4, and concentrated. The residue thus obtained was purified by medium-... Starting materials: FC1=CC=C(C=C1)C1CN(S(C1)(=O)=O)C1=CC(=C(C(=O)OC)C=C1S(=O)(=O)C)C (methyl 4-[4-(4-fluoro-phenyl)-1,1-dioxoisothiazolidin-2-yl]-5-methanesulfonyl-2-methylbenzoate), CC(C)(C)[O-].[K+] (KOtBu), [Cl-].NC(=[NH2+])N (guanidinium chloride), Cl (HCl). Solvent: CN(C)C=O (DMF), O (water), CN(C)C=O (DMF). Conditions: time 1 hour. The product is FC1=CC=C(C=C1)C1CN(S(C1)(=O)=O)C1=CC(=C(C(=O)NC(=N)N)C=C1S(=O)(=O)C)C (N-{4-[4-(4-Fluorophenyl)-1,1-dioxoisothiazolidin-2-yl]-5-methanesulfonyl-2-methylbenzoyl}guanidine). Reaction SMILES: CC([O-])(C)C.[K+].[Cl-].[NH2:8][C:9]([NH2:11])=[NH2+:10].[F:12][C:13]1[CH:18]=[CH:17][C:16]([CH:19]2[CH2:23][S:22](=[O:25])(=[O:24])[N:21]([C:26]3[C:35]([S:36]([CH3:39])(=[O:38])=[O:37])=[CH:34][C:29]([C:30](OC)=[O:31])=[C:28]([CH3:40])[CH:27]=3)[CH2:20]2)=[CH:15][CH:14]=1.Cl>CN(C=O)C.O>[F:12][C:13]1[CH:18]=[CH:17][C:16]([CH:19]2[CH2:23][S:22](=[O:24])(=[O:25])[N:21]([C:26]3[C:35]([S:36]([CH3:39])(=[O:38])=[O:37])=[CH:34][C:29]([C:30]([NH:10][C:9]([NH2:11])=[NH:8])=[O:31])=[C:28]([CH3:40])[CH:27]=3)[CH2:20]2)=[CH:15][CH:14]=1 |f:0.1,2.3|. Procedure: 44.48 g of KOtBu were dissolved in 800 ml of anhydrous DMF and, at RT, 45.44 g of guanidinium chloride were added. After stirring at RT for 1 hour, the solution was poured into a solution of 35.00 g of methyl 4-[4-(4-fluoro-phenyl)-1,1-dioxoisothiazolidin-2-yl]-5-methanesulfonyl-2-methylbenzoate in 300 ml of anhydrous DMF. The mixture was then stirred at RT for 5 hours. It was then poured into 2 l of water, adjusted to pH=8 with aqueous HCl solution and extracted 5 times with 300 ml of EA each t... The reactants are CCOc1cc(C=O)ccc1O, CC(C)=O, CCO, Cl, [Na+], [OH-], O. The product is CCOc1cc(C=CC(C)=O)ccc1O. As a reaction SMILES: [CH2:3]([CH3:4])[O:5][c:6]1[cH:7][c:8]([CH:9]=[O:10])[cH:11][cH:12][c:13]1[OH:14].[CH3:16][C:17]([CH3:18])=[O:19].[CH3:20][CH2:21][OH:22].[ClH:15].[Na+:2].[OH-:1].[OH2:23]>>[CH2:3]([CH3:4])[O:5][c:6]1[cH:7][c:8]([CH:9]=[CH:16][C:17]([CH3:18])=[O:19])[cH:11][cH:12][c:13]1[OH:14]. Starting materials: CS(=O)(=O)Cl, O=C(O)CCCCCCCCCCCCCCCO, c1ccncc1. Product: CS(=O)(=O)OCCCCCCCCCCCCCCCC(=O)O. As a reaction SMILES: [CH3:20][S:21]([Cl:22])(=[O:23])=[O:24].[OH:1][CH2:2][CH2:3][CH2:4][CH2:5][CH2:6][CH2:7][CH2:8][CH2:9][CH2:10][CH2:11][CH2:12][CH2:13][CH2:14][CH2:15][CH2:16][C:17]([OH:18])=[O:19].[cH:25]1[cH:26][cH:27][n:28][cH:29][cH:30]1>>[O:1]([CH2:2][CH2:3][CH2:4][CH2:5][CH2:6][CH2:7][CH2:8][CH2:9][CH2:10][CH2:11][CH2:12][CH2:13][CH2:14][CH2:15][CH2:16][C:17]([OH:18])=[O:19])[S:21]([CH3:20])(=[O:23])=[O:24]. As a reaction SMILES: [Cl:1][C:2]1[C:11]2[C:6](=[CH:7][CH:8]=[C:9]([OH:12])[CH:10]=2)[N:5]=[C:4]([C:13]2[CH:18]=[CH:17][CH:16]=[CH:15][CH:14]=2)[CH:3]=1.[NH2:19][CH2:20][CH:21]([OH:24])[CH2:22][OH:23]>>[ClH:1].[OH:12][C:9]1[CH:10]=[C:11]2[C:6](=[CH:7][CH:8]=1)[N:5]=[C:4]([C:13]1[CH:18]=[CH:17][CH:16]=[CH:15][CH:14]=1)[CH:3]=[C:2]2[NH:19][CH2:20][CH:21]([OH:24])[CH2:22][OH:23] |f:2.3|. Reported procedure: The title compound, m.p. 303-304° C., and MS: m/e=310 (M+), was prepared from 4-chloro-2-phenyl-quinolin-6-ol and (RS)-3-amino-1,2-propandiol. Yields the product Cl.OC=1C=C2C(=CC(=NC2=CC1)C1=CC=CC=C1)NCC(CO)O ((RS)-3-(6-Hydroxy-2-phenyl-quinolin-4-ylamino)-propane-1,2-diol hydrochloride). Starting materials: ClC1=CC(=NC2=CC=C(C=C12)O)C1=CC=CC=C1 (4-chloro-2-phenyl-quinolin-6-ol), NCC(CO)O ((RS)-3-amino-1,2-propandiol). The reactants are O=C1CCC(=O)N1Br, SCCS, ClCCl, N#Cc1nn(-c2c(Cl)cc(C(F)(F)F)cc2Cl)c(N)c1C=O, [Na+], [OH-]. The product is N#Cc1nn(-c2c(Cl)cc(C(F)(F)F)cc2Cl)c(N)c1C1SCCS1. As a reaction SMILES: [Br:23][N:24]1[C:25](=[O:26])[CH2:27][CH2:28][C:29]1=[O:30].[CH2:31]([CH2:32][SH:33])[SH:34].[Cl:37][CH2:38][Cl:39].[NH2:1][c:2]1[c:3]([CH:21]=[O:22])[c:4]([C:19]#[N:20])[n:5][n:6]1-[c:7]1[c:8]([Cl:18])[cH:9][c:10]([C:14]([F:15])([F:16])[F:17])[cH:11][c:12]1[Cl:13].[Na+:36].[OH-:35]>>[NH2:1][c:2]1[c:3]([CH:21]2[S:33][CH2:32][CH2:31][S:34]2)[c:4]([C:19]#[N:20])[n:5][n:6]1-[c:7]1[c:8]([Cl:18])[cH:9][c:10]([C:14]([F:15])([F:16])[F:17])[cH:11][c:12]1[Cl:13]. The reactants are CCO, Cl, [Na+], [OH-], CCOC(=O)C1CCCN(C(=O)Cc2cccs2)C1. The product is O=C(O)C1CCCN(C(=O)Cc2cccs2)C1. As a reaction SMILES: [CH3:23][CH2:24][OH:25].[ClH:22].[Na+:21].[OH-:20].[s:1]1[c:2]([CH2:6][C:7](=[O:8])[N:9]2[CH2:10][CH:11]([C:15](=[O:16])[O:17][CH2:18][CH3:19])[CH2:12][CH2:13][CH2:14]2)[cH:3][cH:4][cH:5]1>>[s:1]1[c:2]([CH2:6][C:7](=[O:8])[N:9]2[CH2:10][CH:11]([C:15](=[O:16])[OH:17])[CH2:12][CH2:13][CH2:14]2)[cH:3][cH:4][cH:5]1.